This data is from the Open Reaction Database (ORD), a public repository of structured organic reaction records. The task is: describe an organic reaction: reactants, conditions, products, and yield The reactants are CC#N, CCOC(C)=O, COC(=O)N(Cc1cc(N)cc(C(F)(F)F)c1)Cc1cc(C(F)(F)F)ccc1-c1cc(C(C)C)ccc1OC, Cl, CC(C)(C)ON=O. Product: COC(=O)N(Cc1cc(Cl)cc(C(F)(F)F)c1)Cc1cc(C(F)(F)F)ccc1-c1cc(C(C)C)ccc1OC. As a reaction SMILES: [CH3:48][C:49]#[N:50].[CH3:51][CH2:52][O:53][C:54]([CH3:55])=[O:56].[CH3:8][O:9][C:10]([N:11]([CH2:12][c:13]1[c:14](-[c:23]2[c:24]([O:32][CH3:33])[cH:25][cH:26][c:27]([CH:29]([CH3:30])[CH3:31])[cH:28]2)[cH:15][cH:16][c:17]([C:19]([F:20])([F:21])[F:22])[cH:18]1)[CH2:34][c:35]1[cH:36][c:37]([NH2:45])[cH:38][c:39]([C:41]([F:42])([F:43])[F:44])[cH:40]1)=[O:46].[ClH:47].[N:1]([O:2][C:3]([CH3:4])([CH3:5])[CH3:6])=[O:7]>>[CH3:8][O:9][C:10]([N:11]([CH2:12][c:13]1[c:14](-[c:23]2[c:24]([O:32][CH3:33])[cH:25][cH:26][c:27]([CH:29]([CH3:30])[CH3:31])[cH:28]2)[cH:15][cH:16][c:17]([C:19]([F:20])([F:21])[F:22])[cH:18]1)[CH2:34][c:35]1[cH:36][c:37]([Cl:47])[cH:38][c:39]([C:41]([F:42])([F:43])[F:44])[cH:40]1)=[O:46]. Reactants: [N+](=O)([O-])C1=C2C(C(=O)OC2=O)=CC=C1 (3-nitrophthalic anhydride), N[C@@H](CCC(=O)O)C(=O)O (L-glutamic acid). Solvent: CN(C)C=O (DMF). Reaction conditions: temperature 85 celsius. Product: [N+](=O)([O-])C1=C2C(N(C(C2=CC=C1)=O)C(CCC(=O)O)C(=O)O)=O (1-(4-nitro-1,3-dioxoisoindolin-2-yl)propane-1,3-dicarboxylic acid). Yield: 60.3%. As a reaction SMILES: [N+:1]([C:4]1[CH:14]=[CH:13][CH:12]=[C:6]2[C:7]([O:9][C:10](=[O:11])[C:5]=12)=O)([O-:3])=[O:2].[NH2:15][C@H:16]([C:22]([OH:24])=[O:23])[CH2:17][CH2:18][C:19]([OH:21])=[O:20]>CN(C=O)C>[N+:1]([C:4]1[CH:14]=[CH:13][CH:12]=[C:6]2[C:5]=1[C:10](=[O:11])[N:15]([CH:16]([C:22]([OH:24])=[O:23])[CH2:17][CH2:18][C:19]([OH:21])=[O:20])[C:7]2=[O:9])([O-:3])=[O:2]. Reported procedure: A mixture of 3-nitrophthalic anhydride (1.5 g, 7.77 mmol) and L-glutamic acid (1.2 g, 7.77 mmol) in DMF (15 mL) is heated at 85° C. for 6 hours. The mixture is concentrated in vacuo and the residue is purified by chromatography (silica gel, CH2Cl2:CH3OH 95:5) to give 1-(4-nitro-1,3-dioxoisoindolin-2-yl)propane-1,3-dicarboxylic acid (1.51 g, 60%); 1H NMR (DMSO-d6) δ8.32 (d, J=7.9 Hz, 1H), 8.21 (d, J=7.3 Hz, 1H), 8.10 (t, J=7.8 Hz, 1H), 4.88-4.82 (dd, J=3.0 and 10.0 Hz, 1H), 2.35-2.20 (m, 4H). The reactants are COC1=CC=C(C=C1)NC=1N=NC(=CN1)C(C)NC(CC1=CC=CC=C1)=O (N-[1-(3-{[4-(methyloxy)phenyl]amino}-1,2,4-triazin-6-yl)ethyl]-2-phenylacetamide), COC1=CC=C(C=C1)NC=1N=NC(=CN1)C(C)NC(CC1=CC=CC=C1)=O (N-[1-(3-{[4-(methyloxy)phenyl]amino}-1,2,4-triazin-6-yl)ethyl]-2-phenylacetamide), P(=O)(Cl)(Cl)Cl (phosphorus oxychloride). Solvent: ClCCCl (1,2-dichloroethane). The product is CC=1N=C(N2N=C(N=CC21)NC2=CC=C(C=C2)OC)CC2=CC=CC=C2 (5-methyl-N-[4-(methyloxy)phenyl]-7-(phenylmethyl)imidazo[5,1-f][1,2,4]triazin-2-amine). The yield is 52.1%. As a reaction SMILES: [CH3:1][O:2][C:3]1[CH:8]=[CH:7][C:6]([NH:9][C:10]2[N:11]=[N:12][C:13]([CH:16]([NH:18][C:19](=O)[CH2:20][C:21]3[CH:26]=[CH:25][CH:24]=[CH:23][CH:22]=3)[CH3:17])=[CH:14][N:15]=2)=[CH:5][CH:4]=1.P(Cl)(Cl)(Cl)=O>ClCCCl>[CH3:17][C:16]1[N:18]=[C:19]([CH2:20][C:21]2[CH:26]=[CH:25][CH:24]=[CH:23][CH:22]=2)[N:12]2[C:13]=1[CH:14]=[N:15][C:10]([NH:9][C:6]1[CH:7]=[CH:8][C:3]([O:2][CH3:1])=[CH:4][CH:5]=1)=[N:11]2. Procedure: Applying the Cyclization Procedure 1, using N-[1-(3-{[4-(methyloxy)phenyl]amino}-1,2,4-triazin-6-yl)ethyl]-2-phenylacetamide (Intermediate 66) (90 mg, 0.25 mmol), 1,2-dichloroethane (5 mL) and phosphorus oxychloride (0.20 mL, 2.14 mmol), to afford 5-methyl-N-[4-(methyloxy)phenyl]-7-(phenylmethyl)imidazo[5,1-f][1,2,4]triazin-2-amine (45 mg) as a yellow solid. MS m/z 346 (M+1). Starting materials: C(=O)=O (dry ice), OCCCN1C(C2=CC=CC=C2C1=O)=O (2-(3-hydroxypropyl)isoindole-1,3-dione), CC(C)=C (isobutylene), S(O)(O)(=O)=O (sulfuric acid). Run in CC(=O)C (acetone), ClCCl (dichloromethane). Product: C(C)(C)(C)OCCCN1C(C2=CC=CC=C2C1=O)=O (2-(3-tert-butoxypropyl)isoindole-1,3-dione). Yield: 77.0%. As a reaction SMILES: [OH:1][CH2:2][CH2:3][CH2:4][N:5]1[C:13](=[O:14])[C:12]2[C:7](=[CH:8][CH:9]=[CH:10][CH:11]=2)[C:6]1=[O:15].S(=O)(=O)(O)O.[CH3:21][C:22](=[CH2:24])[CH3:23].C(=O)=O>ClCCl.CC(C)=O>[C:22]([O:1][CH2:2][CH2:3][CH2:4][N:5]1[C:13](=[O:14])[C:12]2[C:7](=[CH:8][CH:9]=[CH:10][CH:11]=2)[C:6]1=[O:15])([CH3:24])([CH3:23])[CH3:21]. Procedure: Dissolve 2-(3-hydroxypropyl)isoindole-1,3-dione (2 g, 9.74 mmol, 1 eq) in 40 mL of dichloromethane under N2. Add sulfuric acid (780 μL) and cool reaction mixture to −5° C. Condense isobutylene gas to a liquid using a −78° C. cold finger charged with dry ice and acetone. Add approximately 20 mL of the condensed liquid to the reaction mixture and slowly warm the solution to room temperature overnight while stirring. Add saturated, aqueous sodium hydrogencarbonate to the reaction mixture and extrac... Starting materials: [Br-].C[N+](CCCNC)(C)C (N,N,N-trimethyl-[3-(methylamino)]-1-propanaminium bromide), ICCCCl (3-iodo-1-chloropropane), product. Run in C(C)#N (acetonitrile), C(C)#N (acetonitrile). Reaction conditions: time 2 hour. The product is [I-].ClCCCN(C)CCC[N+](C)(C)C (3-[N'-(3-Chloropropyl)-N'-methylamino]-N,N,N-trimethyl-1-propanaminium Iodide). As a reaction SMILES: [Br-].[CH3:2][N+:3]([CH3:10])([CH3:9])[CH2:4][CH2:5][CH2:6][NH:7][CH3:8].[I:11][CH2:12][CH2:13][CH2:14][Cl:15]>C(#N)C>[I-:11].[Cl:15][CH2:14][CH2:13][CH2:12][N:7]([CH2:6][CH2:5][CH2:4][N+:3]([CH3:10])([CH3:9])[CH3:2])[CH3:8] |f:0.1,4.5|. Procedure: To a stirred solution of 216.2 mg. (1 mmole) of N,N,N-trimethyl-[3-(methylamino)]-1-propanaminium bromide in 1.5 ml. of acetonitrile is added a solution of 205 mg. (1 mmole) of 3-iodo-1-chloropropane in 0.5 ml. of acetonitrile. The mixture is stirred at room temperature for 2.0 hours and the insoluble N,N,N-trimethyl-[3-(methylamino)]-1-propanaminium bromide hydrobromide is removed by filtration. The filtrate is evaporated and the solid residue obtained is extracted with methylene chloride. The ...